This data is from the Open Reaction Database (ORD), a public repository of structured organic reaction records. The task is: describe an organic reaction: reactants, conditions, products, and yield The reactants are CC(=O)O[BH-](OC(C)=O)OC(C)=O, CN(c1cccc2cc(C(=O)NCC(C=O)SCc3ccccc3)[nH]c12)S(=O)(=O)c1ccccn1, ClCCCl, [Na+], O=C(O)CC(O)(CC(=O)O)C(=O)O, O=S1(=O)CCNCC1. RXN SMILES: [C:44]([O:45][BH-:46]([O:47][C:48](=[O:49])[CH3:50])[O:51][C:52](=[O:53])[CH3:54])(=[O:55])[CH3:56].[CH2:1]([c:2]1[cH:3][cH:4][cH:5][cH:6][cH:7]1)[S:8][CH:9]([CH2:10][NH:11][C:12](=[O:13])[c:14]1[nH:15][c:16]2[c:17]([N:23]([S:24](=[O:25])(=[O:26])[c:27]3[n:28][cH:29][cH:30][cH:31][cH:32]3)[CH3:33])[cH:18][cH:19][cH:20][c:21]2[cH:22]1)[CH:34]=[O:35].[Cl:71][CH2:72][CH2:73][Cl:74].[Na+:57].[OH:58][C:59]([CH2:60][C:61]([C:62](=[O:63])[OH:64])([CH2:65][C:66](=[O:67])[OH:68])[OH:69])=[O:70].[S:36]1(=[O:42])(=[O:43])[CH2:37][CH2:38][NH:39][CH2:40][CH2:41]1>>[CH2:1]([c:2]1[cH:3][cH:4][cH:5][cH:6][cH:7]1)[S:8][CH:9]([CH2:10][NH:11][C:12](=[O:13])[c:14]1[nH:15][c:16]2[c:17]([N:23]([S:24](=[O:25])(=[O:26])[c:27]3[n:28][cH:29][cH:30][cH:31][cH:32]3)[CH3:33])[cH:18][cH:19][cH:20][c:21]2[cH:22]1)[CH2:34][N:39]1[CH2:38][CH2:37][S:36](=[O:42])(=[O:43])[CH2:41][CH2:40]1. Yields the product CN(c1cccc2cc(C(=O)NCC(CN3CCS(=O)(=O)CC3)SCc3ccccc3)[nH]c12)S(=O)(=O)c1ccccn1. The reactants are Cc1nc2ccc(Br)cc2c(-c2ccc(S(C)(=O)=O)cc2)c1C(=O)C1CC1, O=C([O-])[O-], CC(C)(C)O, C1COCCN1, CCCCCCC, ClC(Cl)Cl, CC(C)c1cc(C(C)C)c(-c2ccccc2P(C2CCCCC2)C2CCCCC2)c(C(C)C)c1, [Cs+], [Cs+], O=C(C=Cc1ccccc1)C=Cc1ccccc1, O=C(C=Cc1ccccc1)C=Cc1ccccc1, O=C(C=Cc1ccccc1)C=Cc1ccccc1, [Pd], [Pd]. Yields the product Cc1nc2ccc(N3CCOCC3)cc2c(-c2ccc(S(C)(=O)=O)cc2)c1C(=O)C1CC1. RXN SMILES: [Br:41][c:42]1[cH:43][c:44]2[c:45](-[c:58]3[cH:59][cH:60][c:61]([S:64](=[O:65])(=[O:66])[CH3:67])[cH:62][cH:63]3)[c:46]([C:53](=[O:54])[CH:55]3[CH2:56][CH2:57]3)[c:47]([CH3:52])[n:48][c:49]2[cH:50][cH:51]1.[C:35](=[O:36])([O-:37])[O-:38].[C:74]([OH:75])([CH3:76])([CH3:77])[CH3:78].[CH2:68]1[CH2:69][O:70][CH2:71][CH2:72][NH:73]1.[CH3:79][CH2:80][CH2:81][CH2:82][CH2:83][CH2:84][CH3:85].[CH:142]([Cl:143])([Cl:144])[Cl:145].[CH:1]1([P:2]([CH:3]2[CH2:4][CH2:5][CH2:6][CH2:7][CH2:8]2)[c:9]2[cH:10][cH:11][cH:12][cH:13][c:14]2-[c:15]2[c:16]([CH:17]([CH3:18])[CH3:19])[cH:20][c:21]([CH:22]([CH3:23])[CH3:24])[cH:25][c:26]2[CH:27]([CH3:28])[CH3:29])[CH2:30][CH2:31][CH2:32][CH2:33][CH2:34]1.[Cs+:39].[Cs+:40].[O:106]=[C:107]([CH:108]=[CH:109][c:110]1[cH:111][cH:112][cH:113][cH:114][cH:115]1)[CH:116]=[CH:117][c:118]1[cH:119][cH:120][cH:121][cH:122][cH:123]1.[O:124]=[C:125]([CH:126]=[CH:127][c:128]1[cH:129][cH:130][cH:131][cH:132][cH:133]1)[CH:134]=[CH:135][c:136]1[cH:137][cH:138][cH:139][cH:140][cH:141]1.[O:88]=[C:89]([CH:90]=[CH:91][c:92]1[cH:93][cH:94][cH:95][cH:96][cH:97]1)[CH:98]=[CH:99][c:100]1[cH:101][cH:102][cH:103][cH:104][cH:105]1.[Pd:86].[Pd:87]>>[c:42]1([N:73]2[CH2:68][CH2:69][O:70][CH2:71][CH2:72]2)[cH:43][c:44]2[c:45](-[c:58]3[cH:59][cH:60][c:61]([S:64](=[O:65])(=[O:66])[CH3:67])[cH:62][cH:63]3)[c:46]([C:53](=[O:54])[CH:55]3[CH2:56][CH2:57]3)[c:47]([CH3:52])[n:48][c:49]2[cH:50][cH:51]1. Reactants: O, O=[N+]([O-])O, Oc1ccnc2ccccc12. Yields the product O=[N+]([O-])c1cnc2ccccc2c1O. Reaction SMILES: [OH2:16].[OH:12][N+:13]([O-:14])=[O:15].[OH:1][c:2]1[cH:3][cH:4][n:5][c:6]2[cH:7][cH:8][cH:9][cH:10][c:11]12>>[OH:1][c:2]1[c:3]([N+:13](=[O:12])[O-:14])[cH:4][n:5][c:6]2[cH:7][cH:8][cH:9][cH:10][c:11]12. The reactants are FC1=CC=C(C=N1)C=1SC2=C(N1)C=CC(=C2)OC (2-(6-Fluoropyridin-3-yl)-6-methoxy-1,3-benzothiazole), CNC (dimethylamine), O (Water). Run in C1CCOC1 (THF). The product is COC1=CC2=C(N=C(S2)C=2C=CC(=NC2)N(C)C)C=C1 (5-(6-Methoxy-1,3-benzothiazol-2-yl)-N,N-dimethylpyridin-2-amine). As a reaction SMILES: F[C:2]1[N:7]=[CH:6][C:5]([C:8]2[S:9][C:10]3[CH:16]=[C:15]([O:17][CH3:18])[CH:14]=[CH:13][C:11]=3[N:12]=2)=[CH:4][CH:3]=1.[CH3:19][NH:20][CH3:21].O>C1COCC1>[CH3:18][O:17][C:15]1[CH:14]=[CH:13][C:11]2[N:12]=[C:8]([C:5]3[CH:4]=[CH:3][C:2]([N:20]([CH3:21])[CH3:19])=[N:7][CH:6]=3)[S:9][C:10]=2[CH:16]=1. Procedure: 2-(6-Fluoropyridin-3-yl)-6-methoxy-1,3-benzothiazole (0.201 g) and 2 M dimethylamine in THF (5 mL) were heated in a microwave oven at 100° C. for 5 min. Water was added and the precipitated product was filtered off, washed with water and dried in a desicator over P2O5 to yield 0.193 g of the product as a pale beige solid. 1H NMR δ ppm 8.71 (d, 1H) 8.07 (dd, 1H) 7.84 (d, 1H) 7.65 (d, 1H) 7.08 (dd, 1H) 6.77 (d, 1H) 3.84 (s, 3H) 3.12 (s, 6H); MS m/z (M+H) 286. Starting materials: O=[N+]([O-])c1ccc(O)c(Br)c1, CO, [Cl-], [Fe], [NH4+]. The product is Nc1ccc(O)c(Br)c1. Reaction SMILES: [Br:1][c:2]1[c:3]([OH:11])[cH:4][cH:5][c:6]([N+:8]([O-:9])=[O:10])[cH:7]1.[CH3:15][OH:16].[Cl-:12].[Fe:14].[NH4+:13]>>[Br:1][c:2]1[c:3]([OH:11])[cH:4][cH:5][c:6]([NH2:8])[cH:7]1. Starting materials: C1(=CC=CC=C1)C=1C=C(C2=CC(=CC=C2C1)[N+](=O)[O-])O (3-phenyl-7-nitro-1-naphthol), C([O-])([O-])=O.[K+].[K+] (potassium carbonate), C(C=C)Br (allyl bromide). Solvent: CC(=O)C (acetone). The product is C(C=C)OC1=CC(=CC2=CC=C(C=C12)[N+](=O)[O-])C1=CC=CC=C1 (1-Allyloxy-3-phenyl-7-nitro-naphthalene). RXN SMILES: [C:1]1([C:7]2[CH:8]=[C:9]([OH:20])[C:10]3[C:15]([CH:16]=2)=[CH:14][CH:13]=[C:12]([N+:17]([O-:19])=[O:18])[CH:11]=3)[CH:6]=[CH:5][CH:4]=[CH:3][CH:2]=1.C(=O)([O-])[O-].[K+].[K+].[CH2:27](Br)[CH:28]=[CH2:29]>CC(C)=O>[CH2:29]([O:20][C:9]1[C:10]2[C:15](=[CH:14][CH:13]=[C:12]([N+:17]([O-:19])=[O:18])[CH:11]=2)[CH:16]=[C:7]([C:1]2[CH:2]=[CH:3][CH:4]=[CH:5][CH:6]=2)[CH:8]=1)[CH:28]=[CH2:27] |f:1.2.3|. Procedure: A mixture of 125 g of 3-phenyl-7-nitro-1-naphthol prepared in step (2), 65 g of anhydrous potassium carbonate, 95 g of allyl bromide and 1200 ml of acetone was refluxed for 4 hours with good stirring. After cooling, the mineral salts were removed by filration and the residual organic solution was evaporated to dryness under reduced pressure. The crystals thus formed were washed with petroleum ether, filtered and dried at 80° C. under reduced pressure.